From a dataset of the Open Reaction Database (ORD), a public repository of structured organic reaction records. describe an organic reaction: reactants, conditions, products, and yield The reactants are Cl.Cl.NCCN1C=CC=2N=CN=C(C21)NC2=CC(=C(C=C2)OC2=CC(=CC=C2)C(F)(F)F)Cl (5-(2-aminoethyl)-N-{3-chloro-4-[3-(trifluoromethyl)phenoxy]phenyl}-5H-pyrrolo[3,2-d]pyrimidin-4-amine dihydrochloride), OCC(C(=O)O)(C)C (3-hydroxy-2,2-dimethylpropanoic acid), Cl.C(C)N=C=NCCCN(C)C (1-ethyl-3-(3-dimethylaminopropyl)carbodiimide hydrochloride), O.ON1N=NC2=C1C=CC=C2 (1-hydroxybenzotriazole monohydrate). Run in O (Water), CN(C=O)C (N,N-dimethylformamide), C(C)N(CC)CC (triethylamine). Reaction conditions: time 15 hour. The product is Cl.ClC=1C=C(C=CC1OC1=CC(=CC=C1)C(F)(F)F)NC=1C2=C(N=CN1)C=CN2CCNC(C(CO)(C)C)=O (N-{2-[4-({3-chloro-4-[3-(trifluoromethyl)phenoxy]phenyl}amino)-5H-pyrrolo[3,2-d]pyrimidin-5-yl]ethyl}-3-hydroxy-2,2-dimethylpropanamide hydrochloride). Yield: 141.4%. As a reaction SMILES: Cl.Cl.[NH2:3][CH2:4][CH2:5][N:6]1[C:14]2[C:13]([NH:15][C:16]3[CH:21]=[CH:20][C:19]([O:22][C:23]4[CH:28]=[CH:27][CH:26]=[C:25]([C:29]([F:32])([F:31])[F:30])[CH:24]=4)=[C:18]([Cl:33])[CH:17]=3)=[N:12][CH:11]=[N:10][C:9]=2[CH:8]=[CH:7]1.[OH:34][CH2:35][C:36]([CH3:41])([CH3:40])[C:37](O)=[O:38].Cl.C(N=C=NCCCN(C)C)C.O.ON1C2C=CC=CC=2N=N1>CN(C)C=O.O.C(N(CC)CC)C>[ClH:33].[Cl:33][C:18]1[CH:17]=[C:16]([NH:15][C:13]2[C:14]3[N:6]([CH2:5][CH2:4][NH:3][C:35](=[O:34])[C:36]([CH3:41])([CH3:40])[CH2:37][OH:38])[CH:7]=[CH:8][C:9]=3[N:10]=[CH:11][N:12]=2)[CH:21]=[CH:20][C:19]=1[O:22][C:23]1[CH:28]=[CH:27][CH:26]=[C:25]([C:29]([F:32])([F:31])[F:30])[CH:24]=1 |f:0.1.2,4.5,6.7,11.12|. Reported procedure: A solution of 5-(2-aminoethyl)-N-{3-chloro-4-[3-(trifluoromethyl)phenoxy]phenyl}-5H-pyrrolo[3,2-d]pyrimidin-4-amine dihydrochloride (150 mg), 3-hydroxy-2,2-dimethylpropanoic acid (68 mg), 1-ethyl-3-(3-dimethylaminopropyl)carbodiimide hydrochloride (166 mg), 1-hydroxybenzotriazole monohydrate (132 mg) and triethylamine (0.40 mL) in N,N-dimethylformamide (5.0 mL) was stirred at room temperature for 20 hrs. Water was added to the reaction system and the mixture was extracted with ethyl acetate. The... The reactants are CCCCOc1c(CN(C(=O)[O-])C(C)(C)C)n(CC(C)C)c(=O)c2ccc(CCc3cscn3)cc12, CCOC(C)=O, Cl. Product: Cl, CCCCOc1c(CN)n(CC(C)C)c(=O)c2ccc(CCc3cscn3)cc12. Reaction SMILES: [C:1]([N:5]([C:2](=[O:3])[O-:4])[CH2:9][c:10]1[n:11]([CH2:33][CH:34]([CH3:35])[CH3:36])[c:12](=[O:32])[c:13]2[cH:14][cH:15][c:16]([CH2:25][CH2:26][c:27]3[n:28][cH:29][s:30][cH:31]3)[cH:17][c:18]2[c:19]1[O:20][CH2:21][CH2:22][CH2:23][CH3:24])([CH3:6])([CH3:7])[CH3:8].[CH3:38][CH2:39][O:40][C:41](=[O:42])[CH3:43].[ClH:37]>>[ClH:37].[NH2:5][CH2:9][c:10]1[n:11]([CH2:33][CH:34]([CH3:35])[CH3:36])[c:12](=[O:32])[c:13]2[cH:14][cH:15][c:16]([CH2:25][CH2:26][c:27]3[n:28][cH:29][s:30][cH:31]3)[cH:17][c:18]2[c:19]1[O:20][CH2:21][CH2:22][CH2:23][CH3:24]. Reactants: Fc1cc(Br)cc(C(F)(F)F)c1, O=C([O-])[O-], Cc1ccccc1, [Cs+], [Cs+], CC(=O)[O-], CC(=O)[O-], OC1CCNC1, [Pd+2], c1ccc(P(c2ccccc2)c2ccc3ccccc3c2-c2c(P(c3ccccc3)c3ccccc3)ccc3ccccc23)cc1. Yields the product OC1CCN(c2cc(F)cc(C(F)(F)F)c2)C1. As a reaction SMILES: [Br:1][c:2]1[cH:3][c:4]([F:12])[cH:5][c:6]([C:8]([F:9])([F:10])[F:11])[cH:7]1.[C:65](=[O:66])([O-:67])[O-:68].[CH3:71][c:72]1[cH:73][cH:74][cH:75][cH:76][cH:77]1.[Cs+:69].[Cs+:70].[O-:79][C:80]([CH3:81])=[O:82].[O-:83][C:84]([CH3:85])=[O:86].[OH:13][CH:14]1[CH2:15][NH:16][CH2:17][CH2:18]1.[Pd+2:78].[c:19]1([P:20]([c:21]2[cH:22][cH:23][cH:24][cH:25][cH:26]2)[c:27]2[cH:28][cH:29][c:30]3[c:31]([cH:32][cH:33][cH:34][cH:35]3)[c:36]2-[c:37]2[c:38]3[c:39]([cH:40][cH:41][cH:42][cH:43]3)[cH:44][cH:45][c:46]2[P:47]([c:48]2[cH:49][cH:50][cH:51][cH:52][cH:53]2)[c:54]2[cH:55][cH:56][cH:57][cH:58][cH:59]2)[cH:60][cH:61][cH:62][cH:63][cH:64]1>>[c:2]1([N:16]2[CH2:15][CH:14]([OH:13])[CH2:18][CH2:17]2)[cH:3][c:4]([F:12])[cH:5][c:6]([C:8]([F:9])([F:10])[F:11])[cH:7]1. The reactants are Cc1nnc2ccc(-c3cccc([N+](=O)[O-])c3)nn12, [H][H], O=C(O)C(F)(F)F, [Pd]. Yields the product Cc1nnc2ccc(-c3cccc(N)c3)nn12. As a reaction SMILES: [CH3:1][c:2]1[n:3][n:4][c:5]2[n:6]1[n:7][c:8](-[c:11]1[cH:12][c:13]([N+:17]([O-:18])=[O:19])[cH:14][cH:15][cH:16]1)[cH:9][cH:10]2.[H:27][H:28].[OH:20][C:21]([C:22]([F:23])([F:24])[F:25])=[O:26].[Pd:29]>>[CH3:1][c:2]1[n:3][n:4][c:5]2[n:6]1[n:7][c:8](-[c:11]1[cH:12][c:13]([NH2:17])[cH:14][cH:15][cH:16]1)[cH:9][cH:10]2. Reactants: BrCCCCBr (1,4 dibromobutane), OC1=CC=C(C(=O)OC)C=C1 (methyl 4-hydroxy-benzoate), C([O-])([O-])=O (carbonate). Run in CC(CC)=O (2-butanone). Run at time 24 hour. Product: BrCCCCOC1=CC=C(C(=O)OC)C=C1 (methyl 4-(4-bromobutyloxy)benzoate). As a reaction SMILES: [Br:1][CH2:2][CH2:3][CH2:4][CH2:5]Br.[OH:7][C:8]1[CH:17]=[CH:16][C:11]([C:12]([O:14][CH3:15])=[O:13])=[CH:10][CH:9]=1.C(=O)([O-])[O-]>CC(=O)CC>[Br:1][CH2:2][CH2:3][CH2:4][CH2:5][O:7][C:8]1[CH:9]=[CH:10][C:11]([C:12]([O:14][CH3:15])=[O:13])=[CH:16][CH:17]=1. Procedure: A mixture of 1,4 dibromobutane (50 ml), methyl 4-hydroxy-benzoate (15.2 g, 0.1 mole), potassi-m carbonate (40 g) in 2-butanone (500 ml) was refiuxed for 24 hours. The mixture was filtered, solvent removed and the residue was chromatographed on silica gel eluted with chloroform/petrol and recrystallised from pentane to give methyl 4-(4-bromobutyloxy)benzoate (19.26 g). Starting materials: CCOC(=O)CBr, O=C([O-])[O-], c1ccc2c(c1)CNC2, CCCCCC, CN(C)C=O, [Cs+], [Cs+]. Product: CCOC(=O)CN1Cc2ccccc2C1. As a reaction SMILES: [Br:10][CH2:11][C:12](=[O:13])[O:14][CH2:15][CH3:16].[C:17](=[O:18])([O-:19])[O-:20].[CH2:1]1[NH:2][CH2:3][c:4]2[cH:5][cH:6][cH:7][cH:8][c:9]21.[CH3:23][CH2:24][CH2:25][CH2:26][CH2:27][CH3:28].[CH3:29][N:30]([CH3:31])[CH:32]=[O:33].[Cs+:21].[Cs+:22]>>[CH2:1]1[N:2]([CH2:11][C:12](=[O:13])[O:14][CH2:15][CH3:16])[CH2:3][c:4]2[cH:5][cH:6][cH:7][cH:8][c:9]21.